describe an organic reaction: reactants, conditions, products, and yield From a dataset of the Open Reaction Database (ORD), a public repository of structured organic reaction records. The reactants are CCOCC, O=C(O)C(=O)N1CCC(Cc2ccc(F)cc2)CC1, Nc1ccc2c(c1)C(=O)C(=O)N2. The product is O=C1Nc2ccc(NC(=O)C(=O)N3CCC(Cc4ccc(F)cc4)CC3)cc2C1=O. As a reaction SMILES: [CH2:32]([O:33][CH2:34][CH3:35])[CH3:36].[F:13][c:14]1[cH:15][cH:16][c:17]([CH2:18][CH:19]2[CH2:20][CH2:21][N:22]([C:25]([C:26](=[O:27])[OH:28])=[O:29])[CH2:23][CH2:24]2)[cH:30][cH:31]1.[NH2:1][c:2]1[cH:3][c:4]2[c:8]([cH:9][cH:10]1)[NH:7][C:6](=[O:11])[C:5]2=[O:12]>>[NH:1]([c:2]1[cH:3][c:4]2[c:8]([cH:9][cH:10]1)[NH:7][C:6](=[O:11])[C:5]2=[O:12])[C:26]([C:25]([N:22]1[CH2:21][CH2:20][CH:19]([CH2:18][c:17]2[cH:16][cH:15][c:14]([F:13])[cH:31][cH:30]2)[CH2:24][CH2:23]1)=[O:29])=[O:27]. Reactants: CC(C)C(Cc1cn(C(c2ccccc2)(c2ccccc2)c2ccccc2)cn1)c1ccccc1, CCO, Cl, [Na+], [OH-], O. Product: CC(C)C(Cc1c[nH]cn1)c1ccccc1. RXN SMILES: [CH3:1][CH:2]([CH:3]([CH2:4][c:5]1[n:6][cH:7][n:8]([C:10]([c:11]2[cH:12][cH:13][cH:14][cH:15][cH:16]2)([c:17]2[cH:18][cH:19][cH:20][cH:21][cH:22]2)[c:23]2[cH:24][cH:25][cH:26][cH:27][cH:28]2)[cH:9]1)[c:29]1[cH:30][cH:31][cH:32][cH:33][cH:34]1)[CH3:35].[CH3:39][CH2:40][OH:41].[ClH:36].[Na+:38].[OH-:37].[OH2:42]>>[CH3:1][CH:2]([CH:3]([CH2:4][c:5]1[n:6][cH:7][nH:8][cH:9]1)[c:29]1[cH:30][cH:31][cH:32][cH:33][cH:34]1)[CH3:35]. Reactants: C(=O)(OC(C)(C)C)N1CCN(CC1)C1=C2C=CNC2=CC=C1 (4-(4-boc-piperazinyl)-indole), CS(=O)(=O)C1=C(C=CC=C1)S(=O)(=O)Cl (2-methylsulfonyl-phenylsulfonyl chloride). Yields the product Cl.N1(CCNCC1)C1=C2C=CN(C2=CC=C1)S(=O)(=O)C1=C(C=CC=C1)S(=O)(=O)C (Methyl 2-{[4-(1-piperazinyl)-1H-indol-1-yl]sulfonyl}phenyl sulfone hydrochloride). Reaction SMILES: C([N:8]1[CH2:13][CH2:12][N:11]([C:14]2[CH:22]=[CH:21][CH:20]=[C:19]3[C:15]=2[CH:16]=[CH:17][NH:18]3)[CH2:10][CH2:9]1)(OC(C)(C)C)=O.[CH3:23][S:24]([C:27]1[CH:32]=[CH:31][CH:30]=[CH:29][C:28]=1[S:33]([Cl:36])(=[O:35])=[O:34])(=[O:26])=[O:25]>>[ClH:36].[N:11]1([C:14]2[CH:22]=[CH:21][CH:20]=[C:19]3[C:15]=2[CH:16]=[CH:17][N:18]3[S:33]([C:28]2[CH:29]=[CH:30][CH:31]=[CH:32][C:27]=2[S:24]([CH3:23])(=[O:26])=[O:25])(=[O:35])=[O:34])[CH2:10][CH2:9][NH:8][CH2:13][CH2:12]1 |f:2.3|. Reported procedure: The title compound was prepared from 4-(4-boc-piperazinyl)-indole and 2-methylsulfonyl-phenylsulfonyl chloride according to Method 3: 1H NMR (270 MHz, DMSO-d6) δ 9.22 (br, 1 H), 8.29 (d, J=-8 Hz, 1 H), 7.99 (t, J=8 Hz, 1 H), 7.90–7.80 (m, 2 H), 7.43 (d, J=8 Hz, 1 H), 7.3 0–7.15 (m, 2 H), 7.04 (d, J=3 Hz, 1 H), 6.85 (d, J=8 Hz, 1 H), 3.56 (s, 3 H), 3.29 (m, 8 H); MS (ESI+) for m/z 420 (M+H)+. The reactants are CCO, Cc1c(Cl)cccc1C1=CCCCC1. The product is Cc1c(Cl)cccc1C1CCCCC1. RXN SMILES: [CH3:15][CH2:16][OH:17].[Cl:1][c:2]1[c:3]([CH3:14])[c:4]([C:8]2=[CH:9][CH2:10][CH2:11][CH2:12][CH2:13]2)[cH:5][cH:6][cH:7]1>>[Cl:1][c:2]1[c:3]([CH3:14])[c:4]([CH:8]2[CH2:9][CH2:10][CH2:11][CH2:12][CH2:13]2)[cH:5][cH:6][cH:7]1. Starting materials: Br.CC1NC(CCNC1)C (2,7-dimethyl-hexahydro-1H-1,4-diazepine hydrobromide), C1CCC2=NCCCN2CC1 (1,8-diazabicyclo[5.4.0]-7-undecene), ClS(=O)(=O)C1=C2C(=CN=CC2=CC=C1)C (5-chlorosulfonyl-4-methyl-isoquinoline). The solvent is N1=CC=CC=C1 (pyridine). Run at time 1 hour. The product is Cl.CC1CN(CCC(N1)C)S(=O)(=O)C1=C2C(=CN=CC2=CC=C1)C (3,5-Dimethyl-hexahydro-1-[(4-methyl-5-isoquinolinyl)sulfonyl]-1H-1,4-diazepine hydrochloride). Yield: 54.4%. RXN SMILES: Br.[CH3:2][CH:3]1[CH2:9][NH:8][CH2:7][CH2:6][CH:5]([CH3:10])[NH:4]1.C1CCN2C(=NCCC2)CC1.[Cl:22][S:23]([C:26]1[CH:35]=[CH:34][CH:33]=[C:32]2[C:27]=1[C:28]([CH3:36])=[CH:29][N:30]=[CH:31]2)(=[O:25])=[O:24]>N1C=CC=CC=1>[ClH:22].[CH3:2][CH:3]1[NH:4][CH:5]([CH3:10])[CH2:6][CH2:7][N:8]([S:23]([C:26]2[CH:35]=[CH:34][CH:33]=[C:32]3[C:27]=2[C:28]([CH3:36])=[CH:29][N:30]=[CH:31]3)(=[O:24])=[O:25])[CH2:9]1 |f:0.1,5.6|. Procedure: To a suspension of 1.5 g of 2,7-dimethyl-hexahydro-1H-1,4-diazepine hydrobromide obtained in Reference Example 3 in 30 ml of pyridine was added 1.58 g of 1,8-diazabicyclo[5.4.0]-7-undecene, and after addition of 0.84 g of 5-chlorosulfonyl-4-methyl-isoquinoline, the mixture was stirred at room temperature for 1 hour. This reaction mixture was concentrated and the residue was diluted with water, extracted with chloroform, dried, and concentrated. The residue was purified by silica gel column chrom... The reactants are O (water), C(C)(=O)O (acetic acid), O.O.O.[F-].C(CCC)[N+](CCCC)(CCCC)CCCC (tetrabutylammonium fluoride trihydrate), [Si](C)(C)(C(C)(C)C)OC=1C(=C(C2=C(SC(O2)(C2=CC=CC=C2)C)C1C)C)C (5-t-butyldimethylsilyloxy-2,4,6,7-tetramethyl-2-phenyl-1,3-benzoxathiole). Solvent: O1CCCC1 (tetrahydrofuran). The product is OC=1C(=C(C2=C(SC(O2)(C2=CC=CC=C2)C)C1C)C)C (5-Hydroxy-2,4,6,7-tetramethyl-2-phenyl-1,3-benzoxathiole). RXN SMILES: [Si]([O:8][C:9]1[C:10]([CH3:27])=[C:11]([CH3:26])[C:12]2[O:16][C:15]([CH3:23])([C:17]3[CH:22]=[CH:21][CH:20]=[CH:19][CH:18]=3)[S:14][C:13]=2[C:24]=1[CH3:25])(C(C)(C)C)(C)C.C(O)(=O)C.O.O.O.[F-].C([N+](CCCC)(CCCC)CCCC)CCC.O>O1CCCC1>[OH:8][C:9]1[C:10]([CH3:27])=[C:11]([CH3:26])[C:12]2[O:16][C:15]([CH3:23])([C:17]3[CH:22]=[CH:21][CH:20]=[CH:19][CH:18]=3)[S:14][C:13]=2[C:24]=1[CH3:25] |f:2.3.4.5.6|. Procedure details: 3.0 g of 5-t-butyldimethylsilyloxy-2,4,6,7-tetramethyl-2-phenyl-1,3-benzoxathiole were dissolved in 30 ml of tetrahydrofuran. Under a stream of nitrogen, 4.5 g of acetic acid and 12.9 g of tetrabutylammonium fluoride trihydrate were then added to the mixture. The reaction mixture was then allowed to react for 2 hours at room temperature. At the end of this time, the reaction mixture was poured into water, and the resulting precipitate was extracted with benzene. The extract was washed with water... Starting materials: CC(C)C(=O)Cl, CCOC(C)=O, Nc1ccc2oc(-c3ccccc3)cc2c1, c1ccncc1. Product: CC(C)C(=O)Nc1ccc2oc(-c3ccccc3)cc2c1. As a reaction SMILES: [C:17]([CH:18]([CH3:19])[CH3:20])(=[O:21])[Cl:22].[CH3:23][CH2:24][O:25][C:26](=[O:27])[CH3:28].[c:1]1(-[c:7]2[o:8][c:9]3[c:10]([cH:11]2)[cH:12][c:13]([NH2:16])[cH:14][cH:15]3)[cH:2][cH:3][cH:4][cH:5][cH:6]1.[cH:29]1[cH:30][cH:31][n:32][cH:33][cH:34]1>>[c:1]1(-[c:7]2[o:8][c:9]3[c:10]([cH:11]2)[cH:12][c:13]([NH:16][C:17]([CH:18]([CH3:19])[CH3:20])=[O:21])[cH:14][cH:15]3)[cH:2][cH:3][cH:4][cH:5][cH:6]1.